From a dataset of the Open Reaction Database (ORD), a public repository of structured organic reaction records. describe an organic reaction: reactants, conditions, products, and yield Reactants: C([C@@H]1[C@@H]2[C@@H]([C@H]([C@H](O1)O[C@@H]3[C@H](O[C@@H]([C@@H]([C@H]3O)O)O[C@@H]4[C@H](O[C@@H]([C@@H]([C@H]4O)O)O[C@@H]5[C@H](O[C@@H]([C@@H]([C@H]5O)O)O[C@@H]6[C@H](O[C@@H]([C@@H]([C@H]6O)O)O[C@@H]7[C@H](O[C@@H]([C@@H]([C@H]7O)O)O[C@@H]8[C@H](O[C@H](O2)[C@@H]([C@H]8O)O)CO)CO)CO)CO)CO)CO)O)O)O (β-cyclodextrin), [N+](=O)(O)[O-] (nitric acid). Yields the product C([C@@H]1[C@@H]2[C@@H]([C@H]([C@H](O1)O[C@@H]3[C@H](O[C@@H]([C@@H]([C@H]3O)O)O[C@@H]4[C@H](O[C@@H]([C@@H]([C@H]4O)O)O[C@@H]5[C@H](O[C@@H]([C@@H]([C@H]5O)O)O[C@@H]6[C@H](O[C@@H]([C@@H]([C@H]6O)O)O[C@@H]7[C@H](O[C@@H]([C@@H]([C@H]7O)O)O[C@@H]8[C@H](O[C@H](O2)[C@@H]([C@H]8O)O)CO)CO)CO)CO)CO)CO)O)O)O.[N+](=O)(O)[O-] (β-cyclodextrin nitric acid). RXN SMILES: [CH2:1]([OH:77])[C@H:2]1[O:7][C@@H:6]2[O:8][C@H:9]3[C@H:14]([OH:15])[C@@H:13]([OH:16])[C@@H:12]([O:17][C@H:18]4[C@H:23]([OH:24])[C@@H:22]([OH:25])[C@@H:21]([O:26][C@H:27]5[C@H:32]([OH:33])[C@@H:31]([OH:34])[C@@H:30]([O:35][C@H:36]6[C@H:41]([OH:42])[C@@H:40]([OH:43])[C@@H:39]([O:44][C@H:45]7[C@H:50]([OH:51])[C@@H:49]([OH:52])[C@@H:48]([O:53][C@H:54]8[C@H:60]([OH:61])[C@@H:59]([OH:62])[C@@H:57]([O:58][C@H:3]1[C@H:4]([OH:76])[C@H:5]2[OH:75])[O:56][C@@H:55]8[CH2:63][OH:64])[O:47][C@@H:46]7[CH2:65][OH:66])[O:38][C@@H:37]6[CH2:67][OH:68])[O:29][C@@H:28]5[CH2:69][OH:70])[O:20][C@@H:19]4[CH2:71][OH:72])[O:11][C@@H:10]3[CH2:73][OH:74].[N+:78]([O-:81])([OH:80])=[O:79]>>[CH2:67]([OH:68])[C@H:37]1[O:38][C@@H:39]2[O:44][C@H:45]3[C@H:50]([OH:51])[C@@H:49]([OH:52])[C@@H:48]([O:53][C@H:54]4[C@H:60]([OH:61])[C@@H:59]([OH:62])[C@@H:57]([O:58][C@H:3]5[C@H:4]([OH:76])[C@@H:5]([OH:75])[C@@H:6]([O:8][C@H:9]6[C@H:14]([OH:15])[C@@H:13]([OH:16])[C@@H:12]([O:17][C@H:18]7[C@H:23]([OH:24])[C@@H:22]([OH:25])[C@@H:21]([O:26][C@H:27]8[C@H:32]([OH:33])[C@@H:31]([OH:34])[C@@H:30]([O:35][C@H:36]1[C@H:41]([OH:42])[C@H:40]2[OH:43])[O:29][C@@H:28]8[CH2:69][OH:70])[O:20][C@@H:19]7[CH2:71][OH:72])[O:11][C@@H:10]6[CH2:73][OH:74])[O:7][C@@H:2]5[CH2:1][OH:77])[O:56][C@@H:55]4[CH2:63][OH:64])[O:47][C@@H:46]3[CH2:65][OH:66].[N+:78]([O-:81])([OH:80])=[O:79] |f:2.3|. Procedure: 20 g of β-cyclodextrin and 10 ml of 20% by weight nitric acid of 0° C. are mixed quickly, filtered cold and dried in a vacuum exsiccator over solid potassium hydroxyide at ambient temperature. 12 g of the β-cyclodextrin-nitric acid inclusion complex are obtained which has a nitric acid content of 2.8% and the incorporation rate is 0.55 moles/mole. Starting materials: Cl, COC(=O)c1ccc(C(=O)Nc2ccc3c(c2)c(-c2ccncc2)nn3C2CCCCO2)cc1, C1CCOC1. Yields the product COC(=O)c1ccc(C(=O)Nc2ccc3[nH]nc(-c4ccncc4)c3c2)cc1. As a reaction SMILES: [ClH:40].[O:1]1[CH2:2][CH2:3][CH2:4][CH2:5][CH:6]1[n:7]1[n:8][c:9](-[c:29]2[cH:30][cH:31][n:32][cH:33][cH:34]2)[c:10]2[cH:11][c:12]([NH:16][C:17](=[O:18])[c:19]3[cH:20][cH:21][c:22]([C:23](=[O:24])[O:25][CH3:26])[cH:27][cH:28]3)[cH:13][cH:14][c:15]12.[O:35]1[CH2:36][CH2:37][CH2:38][CH2:39]1>>[nH:7]1[n:8][c:9](-[c:29]2[cH:30][cH:31][n:32][cH:33][cH:34]2)[c:10]2[cH:11][c:12]([NH:16][C:17](=[O:18])[c:19]3[cH:20][cH:21][c:22]([C:23](=[O:24])[O:25][CH3:26])[cH:27][cH:28]3)[cH:13][cH:14][c:15]12. Reactants: Br, Cl, [Cu], O=N[O-], Nc1cc[nH]n1, [Na+], O=S=O. Product: O=S(=O)(Cl)c1cc[nH]n1. Reaction SMILES: [BrH:11].[ClH:15].[Cu:16].[N:7]([O-:8])=[O:9].[NH2:1][c:2]1[n:3][nH:4][cH:5][cH:6]1.[Na+:10].[O:12]=[S:13]=[O:14]>>[c:2]1([S:13](=[O:12])(=[O:14])[Cl:15])[n:3][nH:4][cH:5][cH:6]1. Reactants: CCCCCCCCCC(=O)N[C@@H]1[C@H]([C@@H]([C@H](O[C@H]1OC2=C3C=C4C=C2OC5=C(C=C(C=C5)[C@H]([C@H]6C(=O)N[C@H](C7=CC(=CC(=C7C8=C(C=CC(=C8)[C@H](C(=O)N6)NC(=O)[C@@H]4NC(=O)[C@@H]9C1=CC(=CC(=C1)O)OC1=C(C=CC(=C1)[C@H](C(=O)N[C@H](CC1=CC(=C(O3)C=C1)Cl)C(=O)N9)N)O)O)O[C@@H]1[C@H]([C@H]([C@@H]([C@H](O1)CO)O)O)O)O)C(=O)O)O[C@H]1[C@@H]([C@H]([C@@H]([C@H](O1)CO)O)O)NC(=O)C)Cl)CO)O)O (teichomycin), A1, A2, A3, CC(=O)OCC1=C2C=CC=CC2=C(C3=CC=CC=C31)COC(=O)C (acetic), C(=C)C1=C(C=CC=C1)C=C.C=CC1=CC=CC=C1 (styrene-divinyl benzene). The solvent is [H][H] (hydrogen). Run at time 20 hour. Yields the product CC(=O)N[C@H]1[C@H]([C@@H]([C@@H](O[C@H]1OC2=C3C=C4C=C2OC=5C=CC(=CC5Cl)[C@H]([C@H]6C(=O)N[C@@H](C=7C=C(C=C(C7C=8C=C(C=CC8O)[C@H](C(=O)N6)NC(=O)[C@@H]4NC(=O)[C@@H]9C1=CC(=CC(=C1)OC=1C=C(C=CC1O)[C@H](C(=O)N[C@H](CC=1C=CC(=C(C1)Cl)O3)C(=O)N9)N)O)O[C@@H]1[C@H]([C@@H]([C@@H]([C@H](O1)CO)O)O)O)O)C(=O)O)O[C@H]1[C@H]([C@H]([C@@H]([C@@H](O1)CO)O)O)NC(=O)C)CO)O)O (teicoplanin). RXN SMILES: CCCCCCCC[CH2:9][C:10]([NH:12][C@H:13]1[C@H:18]([O:19][C:20]2[C:25]3[O:26][C:27]4[CH:32]=[CH:31][C:30]([C@@H:33]([O:113][C@@H:114]5[O:119][C@H:118]([CH2:120][OH:121])[C@@H:117]([OH:122])[C@H:116]([OH:123])[C@H:115]5[NH:124][C:125]([CH3:127])=[O:126])[C@@H:34]5[NH:54][C:52](=[O:53])[C@H:51]([NH:55][C:56]([C@@H:58]6[NH:59][C:60]([C@H:62]7[NH:93][C:91](=[O:92])[C@@H:81]([CH2:82][C:83]8[CH:89]=[CH:88][C:86]([O:87][C:21]=2[CH:22]=[C:23]6[CH:24]=3)=[C:85]([Cl:90])[CH:84]=8)[NH:80][C:78](=[O:79])[C@H:77]([NH2:94])[C:75]2=[CH:76][C:71](=[C:72]([OH:95])[CH:73]=[CH:74]2)[O:70][C:65]2=[CH:66][C:67]([OH:69])=[CH:68][C:63]7=[CH:64]2)=[O:61])=[O:57])[C:49]2=[CH:50][C:45](=[C:46]([OH:96])[CH:47]=[CH:48]2)[C:44]2[C:39](=[CH:40][C:41]([OH:109])=[CH:42][C:43]=2[O:97][C@H:98]2[O:103][C@H:102]([CH2:104][OH:105])[C@@H:101]([OH:106])[C@H:100]([OH:107])[C@@H:99]2[OH:108])[C@H:38]([C:110]([OH:112])=[O:111])[NH:37][C:35]5=[O:36])=[CH:29][C:28]=4[Cl:128])[O:17][C@H:16]([CH2:129][OH:130])[C@@H:15]([OH:131])[C@@H:14]1[OH:132])=[O:11].CC(OCC1C2C(=CC=CC=2)C(COC(C)=O)=C2C=1C=CC=C2)=O.C(C1C=CC=CC=1C=C)=C.C=CC1C=CC=CC=1>[H][H]>[CH3:9][C:10]([NH:12][C@@H:13]1[C@H:18]([O:19][C:20]2[C:25]3[O:26][C:27]4[CH:32]=[CH:31][C:30]([C@@H:33]([O:113][C@@H:114]5[O:119][C@@H:118]([CH2:120][OH:121])[C@@H:117]([OH:122])[C@H:116]([OH:123])[C@@H:115]5[NH:124][C:125]([CH3:127])=[O:126])[C@@H:34]5[NH:54][C:52](=[O:53])[C@H:51]([NH:55][C:56]([C@@H:58]6[NH:59][C:60]([C@H:62]7[NH:93][C:91](=[O:92])[C@@H:81]([CH2:82][C:83]8[CH:89]=[CH:88][C:86]([O:87][C:21]=2[CH:22]=[C:23]6[CH:24]=3)=[C:85]([Cl:90])[CH:84]=8)[NH:80][C:78](=[O:79])[C@H:77]([NH2:94])[C:75]2[CH:74]=[CH:73][C:72]([OH:95])=[C:71]([CH:76]=2)[O:70][C:65]2=[CH:64][C:63]7=[CH:68][C:67]([OH:69])=[CH:66]2)=[O:61])=[O:57])[C:49]2[CH:48]=[CH:47][C:46]([OH:96])=[C:45]([CH:50]=2)[C:44]2[C:43]([O:97][C@H:98]3[O:103][C@H:102]([CH2:104][OH:105])[C@@H:101]([OH:106])[C@@H:100]([OH:107])[C@@H:99]3[OH:108])=[CH:42][C:41]([OH:109])=[CH:40][C:39]=2[C@@H:38]([C:110]([OH:112])=[O:111])[NH:37][C:35]5=[O:36])=[CH:29][C:28]=4[Cl:128])[O:17][C@@H:16]([CH2:129][OH:130])[C@@H:15]([OH:131])[C@@H:14]1[OH:132])=[O:11] |f:2.3|. Procedure details: 2.5 g of teicoplanin complex (i.e. the antibiotic complex containing teichomycin factors A1, A2 and A3, as obtained by fermentation of strain ATCC 31121 according to U.S. Pat. No. 4,239,751), is dissolved into 150 ml of acetic at 80° C. To this solution, 480 mg of DOWEX® HCR-S (a strong acid cation exchanger styrene-divinyl benzene sulfonated resin in the hydrogen form; standard mesh size: 20-50. The resin is previously anhydrified by washing with five portions, each of 100 ml of methanol and th... Starting materials: C(C1=CC=CC=C1)OC(=O)OC1CC=2C(=C(C=NC2CC1)C(=O)OCC)O (ethyl 6-benzyloxycarbonyloxy-4-hydroxy-5,6,7,8-tetrahydroquinoline-3-carboxylate), C(C(=O)Cl)(=O)Cl (Oxalyl chloride), CN(C)C=O (DMF), C(C)(C)O.C(=O)=O (isopropanol dry ice). The solvent is C(Cl)Cl (CH2Cl2). Conditions: time 30 minute. The product is C(C1=CC=CC=C1)OC(=O)OC1CC=2C(=C(C=NC2CC1)C(=O)OCC)Cl (ethyl 6-benzyloxycarbonyloxy-4-chloro-5,6,7,8-tetrahydroquinoline-3-carboxylate). As a reaction SMILES: C(Cl)(=O)C([Cl:4])=O.CN(C=O)C.C(O)(C)C.C(=O)=O.[CH2:19]([O:26][C:27]([O:29][CH:30]1[CH2:39][CH2:38][C:37]2[N:36]=[CH:35][C:34]([C:40]([O:42][CH2:43][CH3:44])=[O:41])=[C:33](O)[C:32]=2[CH2:31]1)=[O:28])[C:20]1[CH:25]=[CH:24][CH:23]=[CH:22][CH:21]=1>C(Cl)Cl>[CH2:19]([O:26][C:27]([O:29][CH:30]1[CH2:39][CH2:38][C:37]2[N:36]=[CH:35][C:34]([C:40]([O:42][CH2:43][CH3:44])=[O:41])=[C:33]([Cl:4])[C:32]=2[CH2:31]1)=[O:28])[C:20]1[CH:25]=[CH:24][CH:23]=[CH:22][CH:21]=1 |f:2.3|. Procedure details: Oxalyl chloride (1.82 g) is added to 100 mL of DMF dropwise under stirring and cooling (isopropanol-dry ice) maintaining the temperature below -20°. Stirring is continued for 30 minutes at the same temperature. To the mixture, 2.66 g of ethyl 6-benzyloxycarbonyloxy-4-hydroxy-5,6,7,8-tetrahydroquinoline-3-carboxylate is added in one portion, and stirring is continued for 2 hours at -30° to -20°, then at room temperature overnight. The reaction mixture is evaported to dryness and the residue is ta... The reactants are COC(=O)c1ccc(Oc2ccc(CC(=O)OC(C)(C)C)cc2CNS(C)(=O)=O)cc1, CCOC(C)=O, Cl, C1COCCO1, O. The product is CC(C)(C)OC(=O)Cc1ccc(Oc2ccc(C(=O)O)cc2)c(CNS(C)(=O)=O)c1. RXN SMILES: [C:1]([CH3:2])([CH3:3])([CH3:4])[O:5][C:6]([CH2:7][c:8]1[cH:9][c:10]([CH2:25][NH:26][S:27](=[O:28])(=[O:29])[CH3:30])[c:11]([O:12][c:13]2[cH:14][cH:15][c:16]([C:17](=[O:18])[O:19][CH3:20])[cH:21][cH:22]2)[cH:23][cH:24]1)=[O:31].[CH3:39][CH2:40][O:41][C:42](=[O:43])[CH3:44].[ClH:45].[O:32]1[CH2:33][CH2:34][O:35][CH2:36][CH2:37]1.[OH2:38]>>[C:1]([CH3:2])([CH3:3])([CH3:4])[O:5][C:6]([CH2:7][c:8]1[cH:9][c:10]([CH2:25][NH:26][S:27](=[O:28])(=[O:29])[CH3:30])[c:11]([O:12][c:13]2[cH:14][cH:15][c:16]([C:17](=[O:18])[OH:19])[cH:21][cH:22]2)[cH:23][cH:24]1)=[O:31].